Dataset: the Open Reaction Database (ORD), a public repository of structured organic reaction records. Task: describe an organic reaction: reactants, conditions, products, and yield Starting materials: CCO, [Na+], [OH-], CN(C)c1ccc(-c2cnc3c(c2)c(-c2ccoc2)cn3S(=O)(=O)c2ccccc2)cc1. Yields the product CN(C)c1ccc(-c2cnc3[nH]cc(-c4ccoc4)c3c2)cc1. Reaction SMILES: [CH3:35][CH2:36][OH:37].[Na+:34].[OH-:33].[c:1]1([S:2](=[O:3])(=[O:4])[n:10]2[cH:11][c:12](-[c:28]3[cH:29][o:30][cH:31][cH:32]3)[c:13]3[c:14]2[n:15][cH:16][c:17](-[c:19]2[cH:20][cH:21][c:22]([N:25]([CH3:26])[CH3:27])[cH:23][cH:24]2)[cH:18]3)[cH:5][cH:6][cH:7][cH:8][cH:9]1>>[nH:10]1[cH:11][c:12](-[c:28]2[cH:29][o:30][cH:31][cH:32]2)[c:13]2[c:14]1[n:15][cH:16][c:17](-[c:19]1[cH:20][cH:21][c:22]([N:25]([CH3:26])[CH3:27])[cH:23][cH:24]1)[cH:18]2. Reactants: CN(C)C1=CC=CC=C1C2=CC=CC=C2P(C3CCCCC3)C4CCCCC4 (Davephos), ClC1=NC=C(C(=N1)NC1=C(C=C(C=C1)F)NC(C=C)=O)Cl (N-(2-((2,5-dichloropyrimidin-4-yl)amino)-5-fluorophenyl)acrylamide), C([O-])([O-])=O.[Na+].[Na+] (sodium carbonate), NC=1C=C(C(=O)N)C=CC1C#N (3-amino-4-cyanobenzamide), C1(=CC=CC=C1)P(C1=CC=CC=C1)N(C)C (diphenylphosphino-N,N-dimethylamine), NC1=C(C=C(C=C1)F)NC(C=C)=O (N-(2-amino-5-fluorophenyl)acrylamide), ClC1=NC=C(C(=N1)Cl)Cl (2,4,5-trichloropyrimidine). Reagents/catalysts: C=1C=CC(=CC1)/C=C/C(=O)/C=C/C2=CC=CC=C2.C=1C=CC(=CC1)/C=C/C(=O)/C=C/C2=CC=CC=C2.C=1C=CC(=CC1)/C=C/C(=O)/C=C/C2=CC=CC=C2.[Pd].[Pd] (Pd2(dba)3). The solvent is C(C)(C)(CC)O (tert-amyl alcohol). Conditions: temperature 90 celsius. The product is C(C=C)(=O)NC1=C(C=CC(=C1)F)NC1=NC(=NC=C1Cl)NC=1C=C(C(=O)N)C=CC1C#N (3-(4-(2-acrylamido-4-fluorophenylamino)-5-chloropyrimidin-2-ylamino)-4-cyanobenzamide). Yield: 20.5%. RXN SMILES: Cl[C:2]1[N:7]=[C:6]([NH:8][C:9]2[CH:14]=[CH:13][C:12]([F:15])=[CH:11][C:10]=2[NH:16][C:17](=[O:20])[CH:18]=[CH2:19])[C:5]([Cl:21])=[CH:4][N:3]=1.NC1C=CC(F)=CC=1NC(=O)C=C.ClC1N=C(Cl)C(Cl)=CN=1.C(=O)([O-])[O-].[Na+].[Na+].[NH2:50][C:51]1[CH:52]=[C:53]([CH:57]=[CH:58][C:59]=1[C:60]#[N:61])[C:54]([NH2:56])=[O:55].C1(P(N(C)C)C2C=CC=CC=2)C=CC=CC=1.CN(C1C(C2C(P(C3CCCCC3)C3CCCCC3)=CC=CC=2)=CC=CC=1)C>C(O)(CC)(C)C.C1C=CC(/C=C/C(/C=C/C2C=CC=CC=2)=O)=CC=1.C1C=CC(/C=C/C(/C=C/C2C=CC=CC=2)=O)=CC=1.C1C=CC(/C=C/C(/C=C/C2C=CC=CC=2)=O)=CC=1.[Pd].[Pd]>[C:17]([NH:16][C:10]1[CH:11]=[C:12]([F:15])[CH:13]=[CH:14][C:9]=1[NH:8][C:6]1[C:5]([Cl:21])=[CH:4][N:3]=[C:2]([NH:50][C:51]2[CH:52]=[C:53]([CH:57]=[CH:58][C:59]=2[C:60]#[N:61])[C:54]([NH2:56])=[O:55])[N:7]=1)(=[O:20])[CH:18]=[CH2:19] |f:3.4.5,10.11.12.13.14|. Procedure details: Compound I-207 was prepared according to the step described below. To a stirred solution of N-(2-((2,5-dichloropyrimidin-4-yl)amino)-5-fluorophenyl)acrylamide (200 mg, 0.613 mmol), which was prepared using N-(2-amino-5-fluorophenyl)acrylamide and 2,4,5-trichloropyrimidine in a method similar to step 1 of Example 162, in tert-amyl alcohol (5 mL) was added aqueous sodium carbonate (96 mg, 0.905 mmol), 3-amino-4-cyanobenzamide (100 mg, 0.324 mmol) and diphenylphosphino-N,N-dimethylamine (125 mg, 0.... Yields the product BrC1=C(C=CC2=CC=CC=C12)C(=O)N1CCC(CC1)N1N=C(C(C1=O)(C)C)C1=CC(=C(C=C1)OC)OC (2-{1-[(1-Bromonaphthalen-2-yl)carbonyl]piperidin-4-yl}-5-(3,4-dimethoxyphenyl)-4,4-dimethyl-2,4-dihydro-3H-pyrazol-3-one). Reported procedure: The title compound is prepared analogously as described for GP2-WU1 using 5-(3,4-dimethoxyphenyl)-4,4-dimethyl-2-(piperidin-4-yl)-2,4-dihydro-3H-pyrazol-3-one (compound B1) and 1-bromonaphthalene-2-carboxylic acid as starting compounds. The crude product is purified by crystallization from diethyl ether to yield the title compound. Reactants: Cl.COC=1C=C(C=CC1OC)C=1C(C(N(N1)C1CCNCC1)=O)(C)C (5-(3,4-dimethoxyphenyl)-4,4-dimethyl-2-(piperidin-4-yl)-2,4-dihydro-3H-pyrazol-3-one hydrochloride), Cl.COC=1C=C(C=CC1OC)C=1C(C(N(N1)C1CCNCC1)=O)(C)C (5-(3,4-dimethoxyphenyl)-4,4-dimethyl-2-(piperidin-4-yl)-2,4-dihydro-3H-pyrazol-3-one hydrochloride), BrC1=C(C=CC2=CC=CC=C12)C(=O)O (1-bromonaphthalene-2-carboxylic acid). As a reaction SMILES: Cl.[CH3:2][O:3][C:4]1[CH:5]=[C:6]([C:12]2[C:13]([CH3:25])([CH3:24])[C:14](=[O:23])[N:15]([CH:17]3[CH2:22][CH2:21][NH:20][CH2:19][CH2:18]3)[N:16]=2)[CH:7]=[CH:8][C:9]=1[O:10][CH3:11].[Br:26][C:27]1[C:36]2[C:31](=[CH:32][CH:33]=[CH:34][CH:35]=2)[CH:30]=[CH:29][C:28]=1[C:37](O)=[O:38]>>[Br:26][C:27]1[C:36]2[C:31](=[CH:32][CH:33]=[CH:34][CH:35]=2)[CH:30]=[CH:29][C:28]=1[C:37]([N:20]1[CH2:21][CH2:22][CH:17]([N:15]2[C:14](=[O:23])[C:13]([CH3:25])([CH3:24])[C:12]([C:6]3[CH:7]=[CH:8][C:9]([O:10][CH3:11])=[C:4]([O:3][CH3:2])[CH:5]=3)=[N:16]2)[CH2:18][CH2:19]1)=[O:38] |f:0.1|. Starting materials: CN1CCN(CC1)C1=CC=C(C=C1)NC=C1C(NC2=CC(=CC=C12)C(=O)C=1C=C(C=CC1)NC(=O)C1=NN(C=C1Cl)CC)=O (4-Chloro-1-ethyl-1H-pyrazole-3-carboxylic acid [3-(3-{[4-(4-methyl-piperazin-1-yl)-phenylamino]-methylene}-2-oxo-2,3-dihydro-1H-indole-6-carbonyl)-phenyl]-amide), C1CCOC1 (THF), NC1=CC=C(C=C1)CCCC(=O)O (4-(4-Amino-phenyl)-butyric acid). Solvent: CCOC(=O)C (EtOAc), CCCCCC (Hexane). Run at temperature 65 celsius, time 24 hour. Product: ClC=1C(=NN(C1)CC)C(=O)NC=1C=C(C(=O)C2=CC=C3C(C(NC3=C2)=O)=CNC2=CC=C(C=C2)CCCC(=O)O)C=CC1 (4-{4-[(6-{3-[(4-Chloro-1-ethyl-1H-pyrazole-3-carbonyl)-amino]-benzoyl}-2-oxo-1,2-dihydro-indol-3-ylidenemethyl)-amino]-phenyl}-butyric acid). Yield: 45.0%. As a reaction SMILES: CN1CCN(C2C=CC(N[CH:15]=[C:16]3[C:24]4[C:19](=[CH:20][C:21]([C:25]([C:27]5[CH:28]=[C:29]([NH:33][C:34]([C:36]6[C:40]([Cl:41])=[CH:39][N:38]([CH2:42][CH3:43])[N:37]=6)=[O:35])[CH:30]=[CH:31][CH:32]=5)=[O:26])=[CH:22][CH:23]=4)[NH:18][C:17]3=[O:44])=CC=2)CC1.C1COCC1.[NH2:50][C:51]1[CH:56]=[CH:55][C:54]([CH2:57][CH2:58][CH2:59][C:60]([OH:62])=[O:61])=[CH:53][CH:52]=1>CCOC(C)=O.CCCCCC>[Cl:41][C:40]1[C:36]([C:34]([NH:33][C:29]2[CH:28]=[C:27]([CH:32]=[CH:31][CH:30]=2)[C:25]([C:21]2[CH:20]=[C:19]3[C:24]([C:16](=[CH:15][NH:50][C:51]4[CH:52]=[CH:53][C:54]([CH2:57][CH2:58][CH2:59][C:60]([OH:62])=[O:61])=[CH:55][CH:56]=4)[C:17](=[O:44])[NH:18]3)=[CH:23][CH:22]=2)=[O:26])=[O:35])=[N:37][N:38]([CH2:42][CH3:43])[CH:39]=1. Reported procedure: A small screw cap test tube was charged with 4-Chloro-1-ethyl-1H-pyrazole-3-carboxylic acid [3-(3-{[4-(4-methyl-piperazin-1-yl)-phenylamino]-methylene}-2-oxo-2,3-dihydro-1H-indole-6-carbonyl)-phenyl]-amide (as prepared in Example 342, 100 mg, 0.229 mmol) and THF (2.5 mL). To the resulting solution was added 4-(4-Amino-phenyl)-butyric acid (41.4 mg, 0.231 mmol), and the mixture was stirred for 24 h at 65° C. Subsequently, the reaction mixture was cooled to room temperature and diluted with EtOAc ... Product: CC1=C(C(=O)O)C(=CC=C1)COCCCOCC1=NC2=CC=CC=C2C=C1 (2-Methyl-6-[3-(quinolin-2-ylmethoxy)-propoxymethyl]-benzoic Acid). The reactants are O (water), CC1=C(C(=O)OC)C(=CC=C1)COCCCOCC1=NC2=CC=CC=C2C=C1 (Methyl 2-methyl-6-[3-(quinolin-2-ylmethoxy)-propoxymethyl]-benzoate), Cl (HCl), [OH-].[Na+] (NaOH). Run in C(C)O (ethanol). Reported procedure: Methyl 2-methyl-6-[3-(quinolin-2-ylmethoxy)-propoxymethyl]-benzoate (3.3 g, 8.7 mmol, EXAMPLE 35a) is dissolved in ethanol (81 mL). 10 N NaOH (9 mL, 90 mmol) is added and the contents are heated to 90° C. overnight. The reaction is cooled to r.t., and the volume reduced under vacuum. 2 N HCl (45 mL, 90 mmol) is added, and the pH is adjusted to ˜4. The contents are poured into water (400 mL) and extracted with dichloromethane (3×200 mL). The organic layers are combined, washed with brine (2×300 m... Reaction SMILES: [CH3:1][C:2]1[CH:11]=[CH:10][CH:9]=[C:8]([CH2:12][O:13][CH2:14][CH2:15][CH2:16][O:17][CH2:18][C:19]2[CH:28]=[CH:27][C:26]3[C:21](=[CH:22][CH:23]=[CH:24][CH:25]=3)[N:20]=2)[C:3]=1[C:4]([O:6]C)=[O:5].[OH-].[Na+].Cl.O>C(O)C>[CH3:1][C:2]1[CH:11]=[CH:10][CH:9]=[C:8]([CH2:12][O:13][CH2:14][CH2:15][CH2:16][O:17][CH2:18][C:19]2[CH:28]=[CH:27][C:26]3[C:21](=[CH:22][CH:23]=[CH:24][CH:25]=3)[N:20]=2)[C:3]=1[C:4]([OH:6])=[O:5] |f:1.2|. Conditions: temperature 90 celsius.